From a dataset of the Open Reaction Database (ORD), a public repository of structured organic reaction records. describe an organic reaction: reactants, conditions, products, and yield Product: C(C1=CC=CC=C1)(C1=CC=CC=C1)N1C(CC1)C#N (1-Benzhydryl-2-cyanoazetidine). The reactants are BrC(C#N)CCBr (2,4-dibromobutyronitrile), C(C1=CC=CC=C1)(C1=CC=CC=C1)N (benzhydrylamine), C([O-])(O)=O.[Na+] (sodium bicarbonate). Procedure: Reflux for 18 hours, a stirred mixture of 10 g of 2,4-dibromobutyronitrile, 7.35 g of benzhydrylamine, and 7.41 g of sodium bicarbonate in 100 ml of acetonitrile. Filter off the solids and remove the acetonitrile in vacuo. Treat the residue with ether and filter out insoluble solids. Wash the ether solution first with water, then with a solution of 5.40 g of oxalic acid in 200 ml of water, and finally with brine (saturated aqueous NaCl solution). Dry the solution over anhydrous magnesium sulfate... As a reaction SMILES: Br[CH:2]([CH2:5][CH2:6]Br)[C:3]#[N:4].[CH:8]([NH2:21])([C:15]1[CH:20]=[CH:19][CH:18]=[CH:17][CH:16]=1)[C:9]1[CH:14]=[CH:13][CH:12]=[CH:11][CH:10]=1.C(=O)(O)[O-].[Na+]>C(#N)C>[CH:8]([N:21]1[CH2:6][CH2:5][CH:2]1[C:3]#[N:4])([C:15]1[CH:16]=[CH:17][CH:18]=[CH:19][CH:20]=1)[C:9]1[CH:14]=[CH:13][CH:12]=[CH:11][CH:10]=1 |f:2.3|. The solvent is C(C)#N (acetonitrile). The reactants are [Al+3], C1CCOC1, C1CCOC1, [H-], [H-], [H-], [H-], [Li+], O, CCOC(=O)CC(O)c1cn(C(c2ccccc2)(c2ccccc2)c2ccccc2)cn1. Product: OCCC(O)c1cn(C(c2ccccc2)(c2ccccc2)c2ccccc2)cn1. Reaction SMILES: [Al+3:2].[CH2:40]1[O:41][CH2:42][CH2:43][CH2:44]1.[CH2:45]1[O:46][CH2:47][CH2:48][CH2:49]1.[H-:1].[H-:4].[H-:5].[H-:6].[Li+:3].[OH2:39].[OH:7][CH:8]([CH2:9][C:10](=[O:11])[O:12][CH2:13][CH3:14])[c:15]1[n:16][cH:17][n:18]([C:20]([c:21]2[cH:22][cH:23][cH:24][cH:25][cH:26]2)([c:27]2[cH:28][cH:29][cH:30][cH:31][cH:32]2)[c:33]2[cH:34][cH:35][cH:36][cH:37][cH:38]2)[cH:19]1>>[OH:7][CH:8]([CH2:9][CH2:10][OH:11])[c:15]1[n:16][cH:17][n:18]([C:20]([c:21]2[cH:22][cH:23][cH:24][cH:25][cH:26]2)([c:27]2[cH:28][cH:29][cH:30][cH:31][cH:32]2)[c:33]2[cH:34][cH:35][cH:36][cH:37][cH:38]2)[cH:19]1. The reactants are Cc1ccc(CC(=O)O)cc1, Cc1ccc2cccc(N)c2n1. The reagents and catalysts are CCN=C=NCCCN(C)C.Cl (EDC-HCl), CN1CCOCC1 (NMM), C1=CC=C2C(=C1)C(=O)N(C2=O)O (N-Hydroxyphthalimide). Solvent: CN(C)C=O (DMF), CN(C)C=O (DMF), CN(C)C=O (DMF), CN(C)C=O (DMF), CN(C)C=O (DMF), CN(C)C=O (DMF). Reaction conditions: temperature 25 celsius, time 2 hour. Yields the product Cc1ccc(CC(=O)Nc2cccc3ccc(C)nc23)cc1. The yield is 4.4%. RXN SMILES: Cc1ccc2cccc(N)c2n1.Cc1ccc(CC(=O)O)cc1.CCN=C=NCCCN(C)C.Cl.C1=CC=C2C(=C1)C(=O)N(C2=O)O.CN1CCOCC1.CN(C)C=O>>Cc1ccc(CC(=O)Nc2cccc3ccc(C)nc23)cc1. The reactants are resultant mixture, CSCCCl (methylthioethyl chloride), CC(C)(C)C=1C=C(C=C(C1O)C(C)(C)C)C=C1C(NCS1)=O (5-{[3,5-Bis(1,1-dimethylethyl)-4hydroxyphenyl]methylene]-4-thiazolidinone), compound, [H-].[Na+] (sodium hydride). The solvent is C(C)OCC (diethyl ether), Cl (hydrochloric acid), CN(C)C=O (DMF), Cl (hydrochloric acid). Conditions: temperature 100 celsius, time 6 day. Yields the product CC(C)(C)C=1C=C(C=C(C1O)C(C)(C)C)C=C1C(N(CS1)CCSC)=O (5-[[3,5-bis(1,1-dimethylethyl)-4-hydroxyphenyl]methylene]-3-[2-(methylthio)ethyl]-4-thiazolidinone). Reaction SMILES: [CH3:1][C:2]([C:5]1[CH:6]=[C:7]([CH:16]=[C:17]2[S:21][CH2:20][NH:19][C:18]2=[O:22])[CH:8]=[C:9]([C:12]([CH3:15])([CH3:14])[CH3:13])[C:10]=1[OH:11])([CH3:4])[CH3:3].[H-].[Na+].[CH3:25][S:26][CH2:27][CH2:28]Cl>CN(C=O)C.C(OCC)C.Cl>[CH3:4][C:2]([C:5]1[CH:6]=[C:7]([CH:16]=[C:17]2[S:21][CH2:20][N:19]([CH2:28][CH2:27][S:26][CH3:25])[C:18]2=[O:22])[CH:8]=[C:9]([C:12]([CH3:13])([CH3:14])[CH3:15])[C:10]=1[OH:11])([CH3:1])[CH3:3] |f:1.2|. Procedure: 26.7 g of 5-{[3,5-Bis(1,1-dimethylethyl)-4hydroxyphenyl]methylene]-4-thiazolidinone (i.e., the compound of Example 2) was dissolved in 418 ml of DMF to which was added 3.34 g of a 60% sodium hydride dispersion. The resultant mixture was stirred at 100° C. under an argon atmosphere. To this was added 8.33 ml of methylthioethyl chloride and the resulting black solution was stirred at 100° C. for 6 days. The material was allowed to cool to 30° C. after which insoluble material was filtered off. The... Reactants: O=C1Nc2cnc(Cl)nc2N2CCOCC12, Cn1ccc(CCl)n1, [K+], [K+], O=C([O-])[O-], CN(C)C=O, O. Yields the product Cn1ccc(CN2C(=O)C3COCCN3c3nc(Cl)ncc32)n1. Reaction SMILES: [Cl:1][c:2]1[n:3][c:4]2[c:9]([cH:10][n:11]1)[NH:8][C:7](=[O:12])[CH:6]1[N:5]2[CH2:16][CH2:15][O:14][CH2:13]1.[Cl:23][CH2:24][c:25]1[n:26][n:27]([CH3:30])[cH:28][cH:29]1.[K+:17].[K+:18].[O-:19][C:20]([O-:21])=[O:22].[O:32]=[CH:33][N:34]([CH3:35])[CH3:36].[OH2:31]>>[Cl:1][c:2]1[n:3][c:4]2[c:9]([cH:10][n:11]1)[N:8]([CH2:24][c:25]1[n:26][n:27]([CH3:30])[cH:28][cH:29]1)[C:7](=[O:12])[CH:6]1[N:5]2[CH2:16][CH2:15][O:14][CH2:13]1. Starting materials: COC1=C(C=CC=C1)NC1=NN(CC1)S(=O)(=O)C1=CC=C(C=C1)C (4,5-Dihydro-N-(2-methoxyphenyl)-1-(4-toluenesulphonyl)-1H-pyrazol-3-amine), [O-]CC.[Na+] (sodium ethoxide). The solvent is O (water). Product: COC1=C(C=CC=C1)NC1=NNC=C1 (N-(2-Methoxyphenyl)-1H-pvrazol-3-amine). As a reaction SMILES: [CH3:1][O:2][C:3]1[CH:8]=[CH:7][CH:6]=[CH:5][C:4]=1[NH:9][C:10]1[CH2:14][CH2:13][N:12](S(C2C=CC(C)=CC=2)(=O)=O)[N:11]=1.[O-]CC.[Na+]>O>[CH3:1][O:2][C:3]1[CH:8]=[CH:7][CH:6]=[CH:5][C:4]=1[NH:9][C:10]1[CH:14]=[CH:13][NH:12][N:11]=1 |f:1.2|. Reported procedure: The product of step (a) (7.5 g) was added to a solution of sodium ethoxide (60 ml, prepared from 0.6 g sodium), at a temperature of 60°. The mixture was refluxed for 10 minutes, cooled, added to water, extracted with ethyl acetate, dried and evaporated to give the sub-title compound as a purple oil, ms 189 (M+).